This data is from the Open Reaction Database (ORD), a public repository of structured organic reaction records. The task is: describe an organic reaction: reactants, conditions, products, and yield Reactants: OB(O)c1ccccc1 (effective_coupling_partner), CCN(CC)C(=O)Oc1ccccc1c2ccccc2 (substrate). The reagents and catalysts are PCy3. Reaction conditions: temperature 150 celsius, time 10 hour. The product is c3ccc(c1ccccc1c2ccccc2)cc3. Starting materials: CC(=O)O[BH-](OC(C)=O)OC(C)=O, COc1ccc(C=O)cc1, CN(C)C=O, CC(=O)O, COC(=O)c1cc(OC)c(OC(C)C)cc1N, [Na+]. Yields the product COC(=O)c1cc(OC)c(OC(C)C)cc1NCc1ccc(OC)cc1. RXN SMILES: [C:33]([O:34][BH-:35]([O:36][C:37](=[O:38])[CH3:39])[O:40][C:41](=[O:42])[CH3:43])(=[O:44])[CH3:45].[CH3:18][O:19][c:20]1[cH:21][cH:22][c:23]([CH:24]=[O:25])[cH:26][cH:27]1.[CH3:28][N:29]([CH3:30])[CH:31]=[O:32].[CH3:47][C:48](=[O:49])[OH:50].[NH2:1][c:2]1[c:3]([C:4](=[O:5])[O:6][CH3:7])[cH:8][c:9]([O:16][CH3:17])[c:10]([O:12][CH:13]([CH3:14])[CH3:15])[cH:11]1.[Na+:46]>>[NH:1]([c:2]1[c:3]([C:4](=[O:5])[O:6][CH3:7])[cH:8][c:9]([O:16][CH3:17])[c:10]([O:12][CH:13]([CH3:14])[CH3:15])[cH:11]1)[CH2:24][c:23]1[cH:22][cH:21][c:20]([O:19][CH3:18])[cH:27][cH:26]1. Reactants: final solution, aqueous solution, C(C)(=O)[O-].[Na+] (sodium acetate), C(C)(C)(C)OC(=O)N[C@]1([C@@H](C1)C=C)C(=O)OCC ((1R,2S)-ethyl 1-(tert-butoxycarbonylamino)-2-vinylcyclopropanecarboxylate), B1C2CCCC1CCC2 (9-BBN), OO (Hydrogen peroxide). The solvent is CCCCCC.CCOC(=O)C (Hexane EtOAc), C1CCOC1 (THF). Conditions: time 2 hour. Yields the product O (Water), C(C)(C)(C)OC(=O)N[C@]1([C@@H](C1)CCO)C(=O)OCC ((1R,2S)-ethyl 1-(tert-butoxycarbonylamino)-2-(2-hydroxyethyl)cyclopropanecarboxylate). Isolated yield 140.6%. As a reaction SMILES: [C:1]([O:5][C:6]([NH:8][C@:9]1([C:14]([O:16][CH2:17][CH3:18])=[O:15])[CH2:11][C@H:10]1[CH:12]=[CH2:13])=[O:7])([CH3:4])([CH3:3])[CH3:2].B1C2CCCC1CCC2.C([O-])(=[O:30])C.[Na+].OO>C1COCC1.CCCCCC.CCOC(C)=O>[OH2:5].[C:1]([O:5][C:6]([NH:8][C@:9]1([C:14]([O:16][CH2:17][CH3:18])=[O:15])[CH2:11][C@H:10]1[CH2:12][CH2:13][OH:30])=[O:7])([CH3:4])([CH3:2])[CH3:3] |f:2.3,6.7|. Reported procedure: To a solution of (1R,2S)-ethyl 1-(tert-butoxycarbonylamino)-2-vinylcyclopropanecarboxylate (15.3 g, 59.9 mmol) in THF (100 ml) was added 9-BBN (180 ml, 90 mmol) dropwise at 0° C. The formed solution was stirred at room temperature for 2 hr. The final solution was cooled back to 0° C. while 3 M aqueous solution of sodium acetate (180 ml, 540 mmol) was added. To this well stirred mixture, Hydrogen peroxide (89 ml, 30%, 869 mmol) was added dropwise (Caution should be exercised since the addition wa... Reactants: CCOC(=O)CC(=O)COCCN=[N+]=[N-], CCO, O=Cc1ccccc1Cl, c1ccncc1. Product: CCOC(=O)C(=Cc1ccccc1Cl)C(=O)COCCN=[N+]=[N-]. As a reaction SMILES: [CH2:1]([CH3:2])[O:3][C:4]([CH2:5][C:6]([CH2:7][O:8][CH2:9][CH2:10][N:11]=[N+:12]=[N-:13])=[O:14])=[O:15].[CH3:31][CH2:32][OH:33].[Cl:16][c:17]1[c:18]([CH:19]=[O:20])[cH:21][cH:22][cH:23][cH:24]1.[cH:25]1[cH:26][cH:27][n:28][cH:29][cH:30]1>>[CH2:1]([CH3:2])[O:3][C:4]([C:5]([C:6]([CH2:7][O:8][CH2:9][CH2:10][N:11]=[N+:12]=[N-:13])=[O:14])=[CH:19][c:18]1[c:17]([Cl:16])[cH:24][cH:23][cH:22][cH:21]1)=[O:15]. The reactants are CCc1cc(Br)ccc1CC(=O)OC, CC1(C)OB(c2ccc(O)cc2)OC1(C)C. The product is CCc1cc(-c2ccc(O)cc2)ccc1CC(=O)OC. RXN SMILES: [Br:1][c:2]1[cH:3][c:4]([CH2:13][CH3:14])[c:5]([CH2:8][C:9](=[O:10])[O:11][CH3:12])[cH:6][cH:7]1.[CH3:15][C:16]1([CH3:17])[C:18]([CH3:19])([CH3:20])[O:21][B:22]([c:23]2[cH:24][cH:25][c:26]([OH:29])[cH:27][cH:28]2)[O:30]1>>[c:2]1(-[c:23]2[cH:24][cH:25][c:26]([OH:29])[cH:27][cH:28]2)[cH:3][c:4]([CH2:13][CH3:14])[c:5]([CH2:8][C:9](=[O:10])[O:11][CH3:12])[cH:6][cH:7]1. The product is COC(=O)c1cc(O)c2c(c1)OCO2. Starting materials: O=C([O-])[O-], COC(=O)c1cc(O)c(O)c(O)c1, CS(C)=O, Cl, ICI, [K+], [K+], O. Reaction SMILES: [C:14](=[O:15])([O-:16])[O-:17].[C:1]([c:2]1[cH:3][c:4]([OH:5])[c:6]([OH:7])[c:8]([OH:9])[cH:10]1)(=[O:11])[O:12][CH3:13].[CH3:25][S:26]([CH3:27])=[O:28].[ClH:23].[I:20][CH2:21][I:22].[K+:18].[K+:19].[OH2:24]>>[C:1]([c:2]1[cH:3][c:4]2[c:6]([c:8]([OH:9])[cH:10]1)[O:7][CH2:14][O:5]2)(=[O:11])[O:12][CH3:13]. Starting materials: O (Water), COC1=CC=C(C=C1)CO[C@H]([C@@H](C)[C@@H]([C@H](C\C(=C/[C@@H]([C@@H](O[Si](C(C)(C)C)(C)C)[C@H](COCC1=CC=C(C=C1)OC)C)C)\C)C)O[Si](C(C)(C)C)(C)C)[C@H](COCC1=CC=CC=C1)C ((5R,6S,7Z,10S,11R)-11-[(1R,2S,3S)-2-[(4-methoxyphenyl)methoxy]-1,3-dimethyl-4-(phenylmethoxy)butyl]-5-[(1S)-2-[(4-methoxyphenyl)methoxy]-1-methylethyl]-2,2,3,3,6,8,10,13,13,14,14-undecamethyl-4,12-dioxa-3,13-disilapentadec-7-ene), C(#N)C1=C(C(=O)C(=C(C1=O)Cl)Cl)C#N (DDQ). The solvent is C(Cl)Cl (CH2Cl2). Run at time 5 minute. Product: CC(C)(C)[Si](O[C@@H]([C@H](CO)C)[C@H](\C=C(/C[C@@H]([C@H]([C@@H]([C@H]([C@H](COCC1=CC=CC=C1)C)O)C)O[Si](C)(C)C(C)(C)C)C)\C)C)(C)C ((2S,3R,4S,5Z,8S,9R,10R,11S,12S)-3,9-bis[[(1,1-dimethylethyl)dimethylsilyl]oxy]-2,4,6,8,10,12-hexamethyl-13-(phenylmethoxy)-5-tridecene-1,11-diol). Yield: 79.6%. Reaction SMILES: O.COC1C=CC(C[O:11][C@@H:12]([C@@H:54]([CH3:64])[CH2:55][O:56][CH2:57][C:58]2[CH:63]=[CH:62][CH:61]=[CH:60][CH:59]=2)[C@H:13]([C@H:15]([O:46][Si:47]([CH3:53])([CH3:52])[C:48]([CH3:51])([CH3:50])[CH3:49])[C@@H:16]([CH3:45])[CH2:17]/[C:18](/[CH3:44])=[CH:19]\[C@H:20]([CH3:43])[C@H:21]([C@@H:30]([CH3:42])[CH2:31][O:32]CC2C=CC(OC)=CC=2)[O:22][Si:23]([CH3:29])([CH3:28])[C:24]([CH3:27])([CH3:26])[CH3:25])[CH3:14])=CC=1.C(C1C(=O)C(Cl)=C(Cl)C(=O)C=1C#N)#N>C(Cl)Cl>[CH3:25][C:24]([Si:23]([CH3:28])([CH3:29])[O:22][C@H:21]([C@@H:20]([CH3:43])/[CH:19]=[C:18](/[CH3:44])\[CH2:17][C@H:16]([CH3:45])[C@@H:15]([O:46][Si:47]([C:48]([CH3:51])([CH3:50])[CH3:49])([CH3:52])[CH3:53])[C@H:13]([CH3:14])[C@@H:12]([OH:11])[C@@H:54]([CH3:64])[CH2:55][O:56][CH2:57][C:58]1[CH:59]=[CH:60][CH:61]=[CH:62][CH:63]=1)[C@@H:30]([CH3:42])[CH2:31][OH:32])([CH3:27])[CH3:26]. Reported procedure: Water (3 mL) is added to a solution of (5R,6S,7Z,10S,11R)-11-[(1R,2S,3S)-2-[(4-methoxyphenyl)methoxy]-1,3-dimethyl-4-(phenylmethoxy)butyl]-5-[(1S)-2-[(4-methoxyphenyl)methoxy]-1-methylethyl]-2,2,3,3,6,8,10,13,13,14,14-undecamethyl-4,12-dioxa-3,13-disilapentadec-7-ene (1.0 g, 1.19 mmol) in CH2Cl2 (30 mL) at 23° C. and stirred for 5 min. DDQ (1.62 g, 7.14 mmol, 6 eq) is added at once and stirred for 15 min. The product mixture is concentrated. The residue is filtered through celite and washed with... Starting materials: CC(=O)[O-], COC(=O)NC(=N)SC, CO, CNC(CN)c1ccccc1, Cl, Cl, [Na+]. Product: COC(=O)NC1=NCC(c2ccccc2)N1C. Reaction SMILES: [CH3:15][C:16](=[O:17])[O-:18].[CH3:19][O:20][C:21](=[O:22])[NH:23][C:24](=[NH:25])[S:26][CH3:27].[CH3:28][OH:29].[CH3:3][NH:4][CH:5]([CH2:6][NH2:7])[c:8]1[cH:9][cH:10][cH:11][cH:12][cH:13]1.[ClH:1].[ClH:2].[Na+:14]>>[CH3:3][N:4]1[CH:5]([c:8]2[cH:9][cH:10][cH:11][cH:12][cH:13]2)[CH2:6][N:7]=[C:24]1[NH:23][C:21]([O:20][CH3:19])=[O:22]. Starting materials: IC=1C=C(N)C=CC1 (3-iodoaniline), C(=O)(OC(C)(C)C)NCC(=O)O (N-BOC-glycine), C1(CCCCC1)N=C=NC1CCCCC1 (dicyclohexylcarbodiimide). Solvent: C(Cl)Cl (methylene chloride). Product: IC=1C=C(C=CC1)NC(=O)CNC(OC(C)(C)C)=O (tert.butyl [(3-iodo-phenyl-carbamoyl)-methyl]-carbamate). Isolated yield 60.0%. As a reaction SMILES: [I:1][C:2]1[CH:3]=[C:4]([CH:6]=[CH:7][CH:8]=1)[NH2:5].[C:9]([NH:16][CH2:17][C:18](O)=[O:19])([O:11][C:12]([CH3:15])([CH3:14])[CH3:13])=[O:10].C1(N=C=NC2CCCCC2)CCCCC1>C(Cl)Cl>[I:1][C:2]1[CH:3]=[C:4]([NH:5][C:18]([CH2:17][NH:16][C:9](=[O:10])[O:11][C:12]([CH3:14])([CH3:13])[CH3:15])=[O:19])[CH:6]=[CH:7][CH:8]=1. Procedure details: 1.15 g of 3-iodoaniline and 097 g of N-BOC-glycine are dissolved in 25 ml of methylene chloride and treated portionwise at 0° with 1.14 g of dicyclohexylcarbodiimide. The separated urea is filtered off and the filtrate is concentrated. Recrystallization from toluene yields tert.butyl [(3-iodo-phenyl-carbamoyl)-methyl]-carbamate as colourless crystals. Yield: 60%. M.p.=126°-128°.